This data is from the Open Reaction Database (ORD), a public repository of structured organic reaction records. The task is: describe an organic reaction: reactants, conditions, products, and yield Reactants: C(C)(=O)O[C@H]1C[C@@H]2CC[C@H]3[C@@H]4CC[C@H](C(C)=O)[C@]4(CC[C@@H]3[C@]2(CC1)C)C (3α-acetoxy-5α-pregnan-20-one), Cl(=O)(=O)(=O)O (perchloric acid). Solvent: CO (methanol). Yields the product O[C@H]1C[C@@H]2CC[C@H]3[C@@H]4CC[C@H](C(C)=O)[C@]4(CC[C@@H]3[C@]2(CC1)C)C (3α-Hydroxy-5α-pregnan-20-one). The yield is 107.8%. As a reaction SMILES: C([O:4][C@@H:5]1[CH2:24][CH2:23][C@@:22]2([CH3:25])[C@@H:7]([CH2:8][CH2:9][C@@H:10]3[C@@H:21]2[CH2:20][CH2:19][C@@:18]2([CH3:26])[C@H:11]3[CH2:12][CH2:13][C@@H:14]2[C:15](=[O:17])[CH3:16])[CH2:6]1)(=O)C.Cl(O)(=O)(=O)=O>CO>[OH:4][C@@H:5]1[CH2:24][CH2:23][C@@:22]2([CH3:25])[C@@H:7]([CH2:8][CH2:9][C@@H:10]3[C@@H:21]2[CH2:20][CH2:19][C@@:18]2([CH3:26])[C@H:11]3[CH2:12][CH2:13][C@@H:14]2[C:15](=[O:17])[CH3:16])[CH2:6]1. Procedure: 3α-acetoxy-5α-pregnan-20-one (4.8 g) in 150 mL of methanol was cooled to 0° C. with an ice bath and 15.0 mL of perchloric acid was added dropwise. After 30 m of stirring, the ice bath was removed and the reaction mixture was left stirring for three days. The reaction mixture was poured into water and extracted with chloroform three times. The chloroform extracts were combined, dried over magnesium sulfate, and the solvent evaporated to give 4.57 g of crude product. RXN SMILES: [C:1]([Cl:12])(=[O:11])[CH2:2][CH2:3][CH2:4][CH2:5][CH2:6][CH2:7][CH2:8][CH2:9][CH3:10].[NH2:13][CH2:14][CH2:15][CH2:16][CH2:17][CH2:18][C:19]([OH:21])=[O:20]>>[C:1]([Cl:12])(=[O:11])[CH2:2][CH2:3][CH2:4][CH2:5][CH2:6][CH2:7][CH2:8][CH2:9][CH3:10].[NH2:13][CH2:14][CH2:15][CH2:16][CH2:17][CH2:18][C:19]([OH:21])=[O:20].[C:1]([NH:13][CH2:14][CH2:15][CH2:16][CH2:17][CH2:18][C:19]([OH:21])=[O:20])(=[O:11])[CH2:2][CH2:3][CH2:4][CH2:5][CH2:6][CH2:7][CH2:8][CH2:9][CH3:10]. Yield: 98.0%. Yields the product C(CCCCCCCCC)(=O)Cl (decanoyl chloride), NCCCCCC(=O)O (6-aminocaproic acid), C(CCCCCCCCC)(=O)NCCCCCC(=O)O (N-decanoyl-6-aminocaproic acid). The reactants are C(CCCCCCCCC)(=O)Cl (decanoyl chloride), NCCCCCC(=O)O (6-aminocaproic acid). Procedure: N-decanoyl-6-aminocaproic acid was prepared by reaction of decanoyl chloride with 6-aminocaproic acid according to the procedure described in Example I. From 95.4 g (0.500 mol) of decanoyl chloride and 65.6 g (0.500 mol) of 6-aminocaproic acid was obtained 140 g (98%) of N-decanoyl-6-aminocaproic acid, mp 73°-78° C.